From a dataset of the Open Reaction Database (ORD), a public repository of structured organic reaction records. describe an organic reaction: reactants, conditions, products, and yield The reactants are C(C)(=O)N1CC2=CC(=CC=C2CC1)C1=CC=2C(=NC=CC2C=2C(=NN(C2)CC)C2=CC=C(C=C2)NC(N(C)C)=O)N1 (N′-(4-{4-[2-(2-acetyl-1,2,3,4-tetrahydro-7-isoquinolinyl)-1H-pyrrolo[2,3-b]pyridin-4-yl]-1-ethyl-1H-pyrazol-3-yl}phenyl)-N,N-dimethylurea). The solvent is C(C)O (ethanol). Yields the product C(C)N1N=C(C(=C1)C1=C2C(=NC=C1)NC(=C2)C2=CC=C1CCNCC1=C2)C2=CC=C(C=C2)NC(N(C)C)=O (N′-(4-{1-ethyl-4-[2-(1,2,3,4-tetrahydro-7-isoquinolinyl)-1H-pyrrolo[2,3-b]pyridin-4-yl]-1H-pyrazol-3-yl}phenyl)-N,N-dimethylurea). RXN SMILES: C([N:4]1[CH2:13][CH2:12][C:11]2[C:6](=[CH:7][C:8]([C:14]3[NH:41][C:17]4=[N:18][CH:19]=[CH:20][C:21]([C:22]5[C:23]([C:29]6[CH:34]=[CH:33][C:32]([NH:35][C:36](=[O:40])[N:37]([CH3:39])[CH3:38])=[CH:31][CH:30]=6)=[N:24][N:25]([CH2:27][CH3:28])[CH:26]=5)=[C:16]4[CH:15]=3)=[CH:9][CH:10]=2)[CH2:5]1)(=O)C>C(O)C>[CH2:27]([N:25]1[CH:26]=[C:22]([C:21]2[CH:20]=[CH:19][N:18]=[C:17]3[NH:41][C:14]([C:8]4[CH:7]=[C:6]5[C:11]([CH2:12][CH2:13][NH:4][CH2:5]5)=[CH:10][CH:9]=4)=[CH:15][C:16]=23)[C:23]([C:29]2[CH:34]=[CH:33][C:32]([NH:35][C:36](=[O:40])[N:37]([CH3:39])[CH3:38])=[CH:31][CH:30]=2)=[N:24]1)[CH3:28]. Procedure details: Following the procedure described in Example 11 using N′-(4-{4-[2-(2-acetyl-1,2,3,4-tetrahydro-7-isoquinolinyl)-1H-pyrrolo[2,3-b]pyridin-4-yl]-1-ethyl-1H-pyrazol-3-yl}phenyl)-N,N-dimethylurea in ethanol at 100° C. provided the title compound. ESMS [M+H]+: 507.4 Starting materials: CCOC(C)=O, CCC1NC(=O)OC1=O, CN1CCOCC1, O=C(Cl)OCc1ccccc1, Cl, C1CCOC1. Yields the product CCC1C(=O)OC(=O)N1C(=O)OCc1ccccc1. As a reaction SMILES: [C:28]([O:29][CH2:30][CH3:31])(=[O:32])[CH3:33].[CH2:1]([CH3:2])[CH:3]1[NH:4][C:5](=[O:9])[O:6][C:7]1=[O:8].[CH3:21][N:22]1[CH2:23][CH2:24][O:25][CH2:26][CH2:27]1.[Cl:10][C:11](=[O:12])[O:13][CH2:14][c:15]1[cH:16][cH:17][cH:18][cH:19][cH:20]1.[ClH:34].[O:35]1[CH2:36][CH2:37][CH2:38][CH2:39]1>>[CH2:1]([CH3:2])[CH:3]1[N:4]([C:11](=[O:12])[O:13][CH2:14][c:15]2[cH:16][cH:17][cH:18][cH:19][cH:20]2)[C:5](=[O:9])[O:6][C:7]1=[O:8]. The reactants are C(C)(=O)OCC (ethyl acetate), FC=1C=C(C=CC1O)N1C(=NC(=C(C1=O)CC1=CC=C(C=C1)C=1C(=CC=CC1)C#N)CCC)C (4′-{[1-(3-fluoro-4-hydroxyphenyl)-2-methyl-6-oxo-4-propyl-1,6-dihydropyrimidin-5-yl]methyl}biphenyl-2-carbonitrile), BrCC1CC1 ((bromomethyl)cyclopropane), C([O-])([O-])=O.[Cs+].[Cs+] (cesium carbonate). Solvent: O (water), CN(C=O)C (N,N-dimethylformamide). Run at temperature 80 celsius, time 48 hour. Product: C1(CC1)COC1=C(C=C(C=C1)N1C(=NC(=C(C1=O)CC1=CC=C(C=C1)C=1C(=CC=CC1)C#N)CCC)C)F (4′-({1-[4-(cyclopropylmethoxy)-3-fluorophenyl]-2-methyl-6-oxo-4-propyl-1,6-dihydropyrimidin-5-yl}methyl)biphenyl-2-carbonitrile). Reaction SMILES: [F:1][C:2]1[CH:3]=[C:4]([N:9]2[C:14](=[O:15])[C:13]([CH2:16][C:17]3[CH:22]=[CH:21][C:20]([C:23]4[C:24]([C:29]#[N:30])=[CH:25][CH:26]=[CH:27][CH:28]=4)=[CH:19][CH:18]=3)=[C:12]([CH2:31][CH2:32][CH3:33])[N:11]=[C:10]2[CH3:34])[CH:5]=[CH:6][C:7]=1[OH:8].Br[CH2:36][CH:37]1[CH2:39][CH2:38]1.C(=O)([O-])[O-].[Cs+].[Cs+].C(OCC)(=O)C>CN(C)C=O.O>[CH:37]1([CH2:36][O:8][C:7]2[CH:6]=[CH:5][C:4]([N:9]3[C:14](=[O:15])[C:13]([CH2:16][C:17]4[CH:22]=[CH:21][C:20]([C:23]5[C:24]([C:29]#[N:30])=[CH:25][CH:26]=[CH:27][CH:28]=5)=[CH:19][CH:18]=4)=[C:12]([CH2:31][CH2:32][CH3:33])[N:11]=[C:10]3[CH3:34])=[CH:3][C:2]=2[F:1])[CH2:39][CH2:38]1 |f:2.3.4|. Reported procedure: To a solution of 4′-{[1-(3-fluoro-4-hydroxyphenyl)-2-methyl-6-oxo-4-propyl-1,6-dihydropyrimidin-5-yl]methyl}biphenyl-2-carbonitrile (1.0 g) and (bromomethyl)cyclopropane (0.64 mL) in N,N-dimethylformamide (10 mL) was added cesium carbonate (1.5 g), and the mixture was stirred at 80° C. for 48 hr. The reaction mixture was allowed to cool to room temperature, ethyl acetate and water were added, and the mixture was extracted with ethyl acetate. The organic layer was washed with saturated brine and ... Reactants: BrCCOC1CCCCO1, CC(C)(C)OC(=O)N1CCC(C(=O)Nc2ccccc2Br)CC1, CN(C)C=O, [H-], [Na+]. Yields the product CC(C)(C)OC(=O)N1CCC(C(=O)N(CCOC2CCCCO2)c2ccccc2Br)CC1. As a reaction SMILES: [Br:26][CH2:27][CH2:28][O:29][CH:30]1[O:31][CH2:32][CH2:33][CH2:34][CH2:35]1.[C:1]([CH3:2])([CH3:3])([CH3:4])[O:5][C:6](=[O:7])[N:8]1[CH2:9][CH2:10][CH:11]([C:14]([NH:15][c:16]2[c:17]([Br:22])[cH:18][cH:19][cH:20][cH:21]2)=[O:23])[CH2:12][CH2:13]1.[CH3:36][N:37]([CH3:38])[CH:39]=[O:40].[H-:24].[Na+:25]>>[C:1]([CH3:2])([CH3:3])([CH3:4])[O:5][C:6](=[O:7])[N:8]1[CH2:9][CH2:10][CH:11]([C:14]([N:15]([c:16]2[c:17]([Br:22])[cH:18][cH:19][cH:20][cH:21]2)[CH2:27][CH2:28][O:29][CH:30]2[O:31][CH2:32][CH2:33][CH2:34][CH2:35]2)=[O:23])[CH2:12][CH2:13]1. The reactants are CC(C)(C)OC(=O)N1CCC(N)CC1, Cc1ccccc1, COc1cc2nc(Cl)nc(N3CCOCC3)c2cc1OC, O=C(C=Cc1ccccc1)C=Cc1ccccc1, O=C(C=Cc1ccccc1)C=Cc1ccccc1, O=C(C=Cc1ccccc1)C=Cc1ccccc1, [Pd], [Pd]. The product is COc1cc2nc(NC3CCN(C(=O)OC(C)(C)C)CC3)nc(N3CCOCC3)c2cc1OC. As a reaction SMILES: [C:22]([CH3:23])([CH3:24])([CH3:25])[O:26][C:27](=[O:28])[N:29]1[CH2:30][CH2:31][CH:32]([NH2:35])[CH2:33][CH2:34]1.[CH3:36][c:37]1[cH:38][cH:39][cH:40][cH:41][cH:42]1.[Cl:1][c:2]1[n:3][c:4]2[cH:5][c:6]([O:20][CH3:21])[c:7]([O:18][CH3:19])[cH:8][c:9]2[c:10]([N:12]2[CH2:13][CH2:14][O:15][CH2:16][CH2:17]2)[n:11]1.[O:45]=[C:46]([CH:47]=[CH:48][c:49]1[cH:50][cH:51][cH:52][cH:53][cH:54]1)[CH:55]=[CH:56][c:57]1[cH:58][cH:59][cH:60][cH:61][cH:62]1.[O:63]=[C:64]([CH:65]=[CH:66][c:67]1[cH:68][cH:69][cH:70][cH:71][cH:72]1)[CH:73]=[CH:74][c:75]1[cH:76][cH:77][cH:78][cH:79][cH:80]1.[O:81]=[C:82]([CH:83]=[CH:84][c:85]1[cH:86][cH:87][cH:88][cH:89][cH:90]1)[CH:91]=[CH:92][c:93]1[cH:94][cH:95][cH:96][cH:97][cH:98]1.[Pd:43].[Pd:44]>>[c:2]1([NH:35][CH:32]2[CH2:31][CH2:30][N:29]([C:27]([O:26][C:22]([CH3:23])([CH3:24])[CH3:25])=[O:28])[CH2:34][CH2:33]2)[n:3][c:4]2[cH:5][c:6]([O:20][CH3:21])[c:7]([O:18][CH3:19])[cH:8][c:9]2[c:10]([N:12]2[CH2:13][CH2:14][O:15][CH2:16][CH2:17]2)[n:11]1. The reactants are CC(CC=O)CCC(=C(C)C)C (3,6,7-trimethyl-6-octenal). Reagents/catalysts: [Pd] (palladium), [Pt]=O (platinum oxide). Solvent: C(C)(=O)OCC (ethyl acetate). Conditions: temperature 22 celsius. Product: CC(CC=O)CCC(C(C)C)C (3,6,7-trimethyl-octan-1-al). Reaction SMILES: [CH3:1][CH:2]([CH2:6][CH2:7][C:8]([CH3:12])=[C:9]([CH3:11])[CH3:10])[CH2:3][CH:4]=[O:5]>C(OCC)(=O)C.[Pd].[Pt]=O>[CH3:1][CH:2]([CH2:6][CH2:7][CH:8]([CH3:12])[CH:9]([CH3:11])[CH3:10])[CH2:3][CH:4]=[O:5]. Procedure details: 11.2 g of 3,6,7-trimethyl-6-octenal is dissolved in 120 ml of ethyl acetate and mixed with 2 g of palladium (10% by wt.) on calcium carbonate and 0.3 of platinum oxide. The mixture is stirred at room temperature (22°C.) under an atmosphere of hydrogen. The course of the hydrogenation is followed by removing samples and subjecting them to gas chromatography. The hydrogenation is terminated when the starting material can no longer be detected by gas chromatography. The product is filtered through ... Starting materials: FC1=CC=C(C=C1)C(O)(C1CCNCC1)C1=CC=C(C=C1)F (α, α-bis(p-fluorophenyl)-4-piperidinemethanol), COC(C1=CC=C(C=C1)OCCCCl)=O (4-(3-chloropropoxy)benzoic acid methyl ester), C([O-])([O-])=O.[Na+].[Na+] (sodium carbonate), [I-].[K+] (potassium iodide), ice water. Run in CN(C=O)C (dimethylformamide). The product is C(\C=C\C(=O)O)(=O)O.COC(C1=CC=C(C=C1)OCCCN1CCC(CC1)C(O)(C1=CC=C(C=C1)F)C1=CC=C(C=C1)F)=O (4-[3-[4-[Bis(4-fluorophenyl)hydroxymethyl]-1-piperidinyl]propoxyl]-benzoic acid methyl ester fumarate). The yield is 136.2%. Reaction SMILES: [F:1][C:2]1[CH:7]=[CH:6][C:5]([C:8]([C:16]2[CH:21]=[CH:20][C:19]([F:22])=[CH:18][CH:17]=2)([CH:10]2[CH2:15][CH2:14][NH:13][CH2:12][CH2:11]2)[OH:9])=[CH:4][CH:3]=1.[CH3:23][O:24][C:25](=[O:37])[C:26]1[CH:31]=[CH:30][C:29]([O:32][CH2:33][CH2:34][CH2:35]Cl)=[CH:28][CH:27]=1.[C:38](=[O:41])([O-:40])[O-].[Na+].[Na+].[I-].[K+]>CN(C)C=O>[C:25]([OH:37])(=[O:24])/[CH:26]=[CH:27]/[C:38]([OH:40])=[O:41].[CH3:23][O:24][C:25](=[O:37])[C:26]1[CH:31]=[CH:30][C:29]([O:32][CH2:33][CH2:34][CH2:35][N:13]2[CH2:12][CH2:11][CH:10]([C:8]([C:16]3[CH:17]=[CH:18][C:19]([F:22])=[CH:20][CH:21]=3)([C:5]3[CH:6]=[CH:7][C:2]([F:1])=[CH:3][CH:4]=3)[OH:9])[CH2:15][CH2:14]2)=[CH:28][CH:27]=1 |f:2.3.4,5.6,8.9|. Reported procedure: A mixture of 9.1 g (0.03 mole) of α, α-bis(p-fluorophenyl)-4-piperidinemethanol, 6.7 g (0.03 mole) of 4-(3-chloropropoxy)benzoic acid methyl ester, 10.6 g (0.1 mole) of anhydrous sodium carbonate and 0.6 g of potassium iodide in 125 ml of dimethylformamide was heated in a steambath for 25 hr. The reaction mixture was poured into 1.5 liters of ice-water. The resulting solid was collected by filtration, washed with water and dried. The solid was converted to the fumaric acid salt to yield 12.5 g (...